From a dataset of the Open Reaction Database (ORD), a public repository of structured organic reaction records. describe an organic reaction: reactants, conditions, products, and yield Reaction conditions: time 6 hour. Reactants: O (water), S(=O)(=O)(OCC)OCC (diethyl sulfate), CN1C(=CC(=C1)C)CC(=O)O (1,4-dimethylpyrrole-2-acetic acid), C([O-])([O-])=O.[K+].[K+] (potassium carbonate). RXN SMILES: S([O:7][CH2:8][CH3:9])(OCC)(=O)=O.[CH3:10][N:11]1[CH:15]=[C:14]([CH3:16])[CH:13]=[C:12]1[CH2:17][C:18](O)=[O:19].C(=O)([O-])[O-].[K+].[K+].O>CS(C)=O>[CH3:10][N:11]1[CH:15]=[C:14]([CH3:16])[CH:13]=[C:12]1[CH2:17][C:18]([O:7][CH2:8][CH3:9])=[O:19] |f:2.3.4|. Reported procedure: A 5.48 ml (0.042 mol) sample of diethyl sulfate was added to a suspension of 6.12 g (0.040) of 1,4-dimethylpyrrole-2-acetic acid and 16.6 g (0.12 mol) of potassium carbonate in 50 ml of DMSO. The mixture was stirred for 6 hours at room temperature. It was poured into water and extracted with ether. The ether extract was washed with brine, dried (MgSO4) and the solvent was evaporated in vacuo. The oily residue was distilled to give 6.0 g of ethyl 1,4-dimethylpyrrole-2-acetate, bp 68° at 0.005 Tor... Product: CN1C(=CC(=C1)C)CC(=O)OCC (ethyl 1,4-dimethylpyrrole-2-acetate). The solvent is CS(=O)C (DMSO). Starting materials: BrC1=C(C(=C(C=C1)B(O)O)F)F ((4-bromo-2,3-difluorophenyl)boronic acid), BrC=1N=CC(=NC1)N (5-bromopyrazin-2-amine), C1(=CC=CC=C1)C (toluene), C(=O)([O-])[O-].[Na+].[Na+] (Na2CO3). The reagents and catalysts are C=1C=CC(=CC1)[P](C=2C=CC=CC2)(C=3C=CC=CC3)[Pd]([P](C=4C=CC=CC4)(C=5C=CC=CC5)C=6C=CC=CC6)([P](C=7C=CC=CC7)(C=8C=CC=CC8)C=9C=CC=CC9)[P](C=1C=CC=CC1)(C=1C=CC=CC1)C=1C=CC=CC1 (Pd(PPh3)4). Solvent: CCO (EtOH). Conditions: temperature 80 celsius. Yields the product BrC1=C(C(=C(C=C1)C=1N=CC(=NC1)N)F)F (5-(4-Bromo-2,3-difluorophenyl)pyrazin-2-amine). Isolated yield 33.0%. Reaction SMILES: [Br:1][C:2]1[CH:7]=[CH:6][C:5](B(O)O)=[C:4]([F:11])[C:3]=1[F:12].Br[C:14]1[N:15]=[CH:16][C:17]([NH2:20])=[N:18][CH:19]=1.C1(C)C=CC=CC=1.C([O-])([O-])=O.[Na+].[Na+]>CCO.C1C=CC([P]([Pd]([P](C2C=CC=CC=2)(C2C=CC=CC=2)C2C=CC=CC=2)([P](C2C=CC=CC=2)(C2C=CC=CC=2)C2C=CC=CC=2)[P](C2C=CC=CC=2)(C2C=CC=CC=2)C2C=CC=CC=2)(C2C=CC=CC=2)C2C=CC=CC=2)=CC=1>[Br:1][C:2]1[CH:7]=[CH:6][C:5]([C:14]2[N:15]=[CH:16][C:17]([NH2:20])=[N:18][CH:19]=2)=[C:4]([F:11])[C:3]=1[F:12] |f:3.4.5,^1:40,42,61,80|. Reported procedure: A mixture of (4-bromo-2,3-difluorophenyl)boronic acid (400 mg, 1.69 mmol) and 5-bromopyrazin-2-amine (588 mg, 3.38 mmol was suspended in EtOH (5.6 ml) and toluene (5.7 mL) The resulting mixture was treated with aqueous Na2CO3 (2.0 N, 4.2 mL, 8.45 mmol). The resulting mixture was then sparged with nitrogen through the mixture for 10 min, and then Pd(PPh3)4 (98 mg, 0.085 mmol) was added. The reaction vessel was sealed and heated at 80° Celsius for 17 hours. The reaction mixture was cooled to rt an... Reactants: FC1=C(C=C(C=C1)F)[C@]([C@H](C(=S)N)C)(CN1N=CN=C1)O ((2R,3R)-3-(2,5-difluoro-phenyl)-3-hydroxy-2-methyl-4-[1,2,4]triazol-1-ylthiobutyramide), 4-cyano-2′-bromoacetophenone. Run in CCO (EtOH). Run at temperature 50 celsius, time 2 hour. Product: FC1=C(C=C(C=C1)F)C(CN1N=CN=C1)(CC)O (2-(2,5-difluorophenyl)-1-(1H-1,2,4-triazol-1-yl)-butan-2-ol). The yield is 135.9%. As a reaction SMILES: [F:1][C:2]1[CH:7]=[CH:6][C:5]([F:8])=[CH:4][C:3]=1[C@@:9]([OH:21])([CH2:15][N:16]1[CH:20]=[N:19][CH:18]=[N:17]1)[C@@H:10](C)[C:11](N)=S>CCO>[F:1][C:2]1[CH:7]=[CH:6][C:5]([F:8])=[CH:4][C:3]=1[C:9]([OH:21])([CH2:10][CH3:11])[CH2:15][N:16]1[CH:20]=[N:19][CH:18]=[N:17]1. Reported procedure: To a solution of (2R,3R)-3-(2,5-difluoro-phenyl)-3-hydroxy-2-methyl-4-[1,2,4]triazol-1-ylthiobutyramide (106 g, 340 mmol) in EtOH (500 mL) warmed at 50° C. in a water-bath was added 4-cyano-2′-bromoacetophenone (78.4 g, 350 mmol) portionwise over a period of 15 min and the mixture was stirred for 2 h at 50° C. After evaporation of EtOH under reduced pressure, the residue was dissolved in EtOAc (1.2 L) and the solution was washed with sat. NaHCO3 and brine, dried over MgSO4 and evaporated under r... Reactants: C(C)(C)(C)S(=O)N=C1CC(C1)NC(OC(C)(C)C)=O (tert-butyl 3-(tert-butylsulfinylimino)cyclobutylcarbamate), C[Al](C)C (Me3Al), [Li]C (MeLi). The solvent is C1(=CC=CC=C1)C (toluene). Reaction conditions: temperature -78 celsius, time 20 minute. Product: CC(C)(S(=O)NC1(CC(C1)NC(OC(C)(C)C)=O)C)C (tert-butyl 3-(1,1-dimethylethylsulfinamido)-3-methylcyclobutylcarbamate). Yield: 52.8%. As a reaction SMILES: [C:1]([S:5]([N:7]=[C:8]1[CH2:11][CH:10]([NH:12][C:13](=[O:19])[O:14][C:15]([CH3:18])([CH3:17])[CH3:16])[CH2:9]1)=[O:6])([CH3:4])([CH3:3])[CH3:2].[CH3:20][Al](C)C.[Li]C>C1(C)C=CC=CC=1>[CH3:2][C:1]([CH3:4])([S:5]([NH:7][C:8]1([CH3:20])[CH2:11][CH:10]([NH:12][C:13](=[O:19])[O:14][C:15]([CH3:18])([CH3:17])[CH3:16])[CH2:9]1)=[O:6])[CH3:3]. Reported procedure: To a stirred solution of tert-butyl 3-(tert-butylsulfinylimino)cyclobutylcarbamate (0.8 g, 2.8 mmol) in 60 mL of toluene at −78° C. was added Me3Al (3.1 mL, 6.2 mmol, 2M in toluene). After stirred 20 minutes at −78° C., MeLi (4.1 mL, 12.3 mmol, 3M in dimethoxymethane) was added slowly. The reaction mixture was stirred at −78° C. for additional 4 hours, and was then quenched by adding 3 mL of water. The solvent was removed under reduced pressure and the residue was passed through a pad of silica ... Starting materials: [N+](=O)([O-])C1=CC=C(C=C1)NN (4-nitrophenylhydrazine), C1(=O)OCC2=CC=CC=C12 (phthalide). Run in C(C)#N (acetonitrile). Run at time 4 hour. Product: OCC1=C(C(=O)NNC2=CC=C(C=C2)[N+](=O)[O-])C=CC=C1 (1-(2'-hydroxymethylbenzoyl)-2-(4-nitrophenyl)hydrazine). Yield: 21.4%. RXN SMILES: [N+:1]([C:4]1[CH:9]=[CH:8][C:7]([NH:10][NH2:11])=[CH:6][CH:5]=1)([O-:3])=[O:2].[C:12]1([C:21]2[C:16](=[CH:17][CH:18]=[CH:19][CH:20]=2)[CH2:15][O:14]1)=[O:13]>C(#N)C>[OH:14][CH2:15][C:16]1[CH:17]=[CH:18][CH:19]=[CH:20][C:21]=1[C:12]([NH:11][NH:10][C:7]1[CH:6]=[CH:5][C:4]([N+:1]([O-:3])=[O:2])=[CH:9][CH:8]=1)=[O:13]. Procedure: 41.3 g of 4-nitrophenylhydrazine and 33 g of phthalide were dissolved in 300 ml of acetonitrile. The solution was heated under reflux with stirring over 4 hours. The reaction solution was allowed to stand for cooling to room temperature. The resulting solid was then filtered off, and recrystallized from acetonitrile to obtain 15.1 g of 1-(2'-hydroxymethylbenzoyl)-2-(4-nitrophenyl)hydrazine (yield of 21.0%). Starting materials: C(C)(=O)O[BH-](OC(C)=O)OC(C)=O.[Na+] (Sodium triacetoxyborohydride), C(C)(=O)O (acetic acid), C(=O)(OC(C)(C)C)N1CC(=C(C=C1)C=O)N (N-Boc-3-amino-4-pyridine carboxaldehyde), NC1CCN(CC1)C(=O)OCC (ethyl 4-aminopiperidine-1-carboxylate), ClC(C)Cl (dichloroethane). Conditions: time 8 hour. The product is C(C)(C)(C)OC(=O)NC=1C=NC=CC1CNC1CCN(CC1)C(=O)OCC (Ethyl 4-[({3-[(tert-butoxycarbonyl)amino]pyridin-4-yl}methyl)amino]piperidine-1-carboxylate). RXN SMILES: [C:1](O[BH-](OC(=O)C)OC(=O)C)(=O)[CH3:2].[Na+].C(O)(=O)C.[C:19]([N:26]1C=CC(C=O)=[C:28]([NH2:34])[CH2:27]1)([O:21][C:22]([CH3:25])([CH3:24])[CH3:23])=[O:20].[NH2:35][CH:36]1[CH2:41][CH2:40][N:39]([C:42]([O:44][CH2:45][CH3:46])=[O:43])[CH2:38][CH2:37]1.Cl[CH:48](Cl)[CH3:49]>>[C:22]([O:21][C:19]([NH:26][C:27]1[CH:28]=[N:34][CH:1]=[CH:2][C:48]=1[CH2:49][NH:35][CH:36]1[CH2:37][CH2:38][N:39]([C:42]([O:44][CH2:45][CH3:46])=[O:43])[CH2:40][CH2:41]1)=[O:20])([CH3:23])([CH3:24])[CH3:25] |f:0.1|. Procedure details: Sodium triacetoxyborohydride (0.57 g, 2.70 mmol) and acetic acid (0.41, 6.75 mmol) were added to a solution of N-Boc-3-amino-4-pyridine carboxaldehyde (0.50 g, 2.25 mmol) and ethyl 4-aminopiperidine-1-carboxylate (0.47 g, 2.70 mmol) in dichloroethane (5 mL) at room temperature. The reaction was stirred overnight, and quenched with saturated aqueous sodium bicarbonate. This was separated, extracted with ethyl acetate and the combined organics were dried over sodium sulfate. The solution was filte... Starting materials: CC(C)(C)OC(=O)C1CCCC(=O)N1C(=O)OC(C)(C)C, CCOC(C)=O, Cl. Product: CC(C)(C)OC(=O)C1CCCC(=O)N1. RXN SMILES: [C:1]([O:2][C:3](=[O:4])[N:8]1[CH:9]([C:15](=[O:16])[O:17][C:18]([CH3:19])([CH3:20])[CH3:21])[CH2:10][CH2:11][CH2:12][C:13]1=[O:14])([CH3:5])([CH3:6])[CH3:7].[CH3:23][CH2:24][O:25][C:26](=[O:27])[CH3:28].[ClH:22]>>[NH:8]1[CH:9]([C:15](=[O:16])[O:17][C:18]([CH3:19])([CH3:20])[CH3:21])[CH2:10][CH2:11][CH2:12][C:13]1=[O:14].